From a dataset of the Open Reaction Database (ORD), a public repository of structured organic reaction records. describe an organic reaction: reactants, conditions, products, and yield Starting materials: FC1=C2C(C(=O)OC2=O)=CC=C1 (3-Fluorophthalic anhydride), CO (MeOH). Product: FC1=C(C(=O)O)C(=CC=C1)C(=O)OC (2-Fluoro-6-(methoxycarbonyl)benzoic acid). As a reaction SMILES: [F:1][C:2]1[CH:12]=[CH:11][CH:10]=[C:4]2[C:5]([O:7][C:8](=[O:9])[C:3]=12)=[O:6].[CH3:13][OH:14]>>[F:1][C:2]1[CH:12]=[CH:11][CH:10]=[C:4]([C:5]([O:14][CH3:13])=[O:6])[C:3]=1[C:8]([OH:7])=[O:9]. Procedure: 3-Fluorophthalic anhydride (377 mg, 2.27 mmol) was dissolved in MeOH (6 mL) and heated to reflux for 15 h. The mixture was concentrated in vacuo and the two products (400 mg, 89%), 2-fluoro-6-(methoxycarbonyl)benzoic acid and 3-fluoro-2-(methoxycarbonyl)benzoic acid, were taken on to the next step without purification. The reactants are C(CC(=O)OCC)(=O)OCC (diethyl malonate), [H-].[Na+] (sodium hydride), BrCC=C(C[N+](=O)[O-])C (1-bromo-3-methyl-4-nitro-2-butene). Run in O1CCCC1 (tetrahydrofuran), O1CCCC1 (tetrahydrofuran). Run at time 3 hour. Yields the product C(C)OC(C(CC=C(C[N+](=O)[O-])C)C(=O)OCC)=O (2(-ethoxycarbonyl)-5-methyl-6-nitro-4-hexenoic acidethylester). Reaction SMILES: [C:1]([O:9][CH2:10][CH3:11])(=[O:8])[CH2:2][C:3]([O:5][CH2:6][CH3:7])=[O:4].[H-].[Na+].Br[CH2:15][CH:16]=[C:17]([CH3:22])[CH2:18][N+:19]([O-:21])=[O:20]>O1CCCC1>[CH2:10]([O:9][C:1](=[O:8])[CH:2]([C:3]([O:5][CH2:6][CH3:7])=[O:4])[CH2:15][CH:16]=[C:17]([CH3:22])[CH2:18][N+:19]([O-:21])=[O:20])[CH3:11] |f:1.2|. Procedure details: To a suspension of 0.1 Mol of diethyl malonate and 0.25 Mol of sodium hydride in tetrahydrofuran was added a solution of 0.1 Mol 1-bromo-3-methyl-4-nitro-2-butene in tetrahydrofuran and stirred for 3 hours at room temperature. The reaction mixture was worked up via an acid extraction with ether. The excess of diethyl malonate was cautiously removed via distillation and the product purified by column chromatography over silica gel using ether/hexane 1:1 as eluent. A yellow oil was obtained.